Dataset: the Open Reaction Database (ORD), a public repository of structured organic reaction records. Task: describe an organic reaction: reactants, conditions, products, and yield Starting materials: C(C)(C)(C)OC(=O)NCC1CC=2C(=C3C=CC(NC3=CC2)=O)O1 (2-(t-Butoxycarbonyl)aminomethyl-2,3,6,7-tetrahydrofuro[2,3-f]quinoline-7-one), Cl (HCl). Run in O1CCCC1 (tetrahydrofuran). Product: NCC1CC=2C(=C3C=CC(NC3=C(C2)Cl)=O)O1 (2-Aminomethyl-5-chloro-2,3,6,7-tetrahydrofuro[2,3-f]quinoline-7-one). Reaction SMILES: C(OC([NH:8][CH2:9][CH:10]1[O:23][C:13]2=[C:14]3[C:19](=[CH:20][CH:21]=[C:12]2[CH2:11]1)[NH:18][C:17](=[O:22])[CH:16]=[CH:15]3)=O)(C)(C)C.[ClH:24]>O1CCCC1>[NH2:8][CH2:9][CH:10]1[O:23][C:13]2=[C:14]3[C:19](=[C:20]([Cl:24])[CH:21]=[C:12]2[CH2:11]1)[NH:18][C:17](=[O:22])[CH:16]=[CH:15]3. Reported procedure: 2-(t-Butoxycarbonyl)aminomethyl-2,3,6,7-tetrahydrofuro[2,3-f]quinoline-7-one (416 mg) was dissolved in tetrahydrofuran (8.8 ml), to which 6N-HCl (2.2 ml) was added. The mixture was refluxed for 30 minutes while heating. After completion of the reaction, the mixture was dried to solidity under reduced pressure. The residue was subjected to recrstallization with a solvent mixture of methanol-ether to obtain 265 mg of a hydrochloric acid salt of 2-aminomethyl-5-chloro-2,3,6,7-tetrahydrofuro[2,3-f]q... Starting materials: [Al+3], CCCCC12CCC3C4=C(CCC3C1CCC2O)CC(OC)=CC4, CC(C)[O-], CC(C)[O-], CC(C)[O-], Cc1ccccc1, [Na+], [Na+], O=S(=O)([O-])[O-], O. The product is CCCCC12CCC3C4=C(CCC3C1CCC2=O)CC(OC)=CC4. As a reaction SMILES: [Al+3:29].[CH2:1]([CH2:2][CH2:3][CH3:4])[C:5]12[CH:6]([OH:24])[CH2:7][CH2:8][CH:9]1[CH:10]1[CH:11]([CH2:12][CH2:13]2)[C:14]2=[C:19]([CH2:18][C:17]([O:22][CH3:23])=[CH:16][CH2:15]2)[CH2:20][CH2:21]1.[CH3:25][CH:26]([CH3:27])[O-:28].[CH3:30][CH:31]([CH3:32])[O-:33].[CH3:34][CH:35]([CH3:36])[O-:37].[CH3:46][c:47]1[cH:48][cH:49][cH:50][cH:51][cH:52]1.[Na+:39].[Na+:40].[O-:41][S:42](=[O:43])(=[O:44])[O-:45].[OH2:38]>>[CH2:1]([CH2:2][CH2:3][CH3:4])[C:5]12[C:6](=[O:24])[CH2:7][CH2:8][CH:9]1[CH:10]1[CH:11]([CH2:12][CH2:13]2)[C:14]2=[C:19]([CH2:18][C:17]([O:22][CH3:23])=[CH:16][CH2:15]2)[CH2:20][CH2:21]1. Reaction SMILES: [CH2:1]([N:7]1[C:13]2[CH:14]=[CH:15][CH:16]=[CH:17][C:12]=2[CH2:11][N:10]2[C:18]3[C:23]([CH:24]=[C:9]2[C:8]1=O)=[CH:22][CH:21]=[CH:20][CH:19]=3)[CH2:2][CH2:3][CH2:4][CH2:5][CH3:6].[H-].[Al+3].[Li+].[H-].[H-].[H-].C1COCC1.[OH-].[Na+]>O>[CH2:1]([N:7]1[C:13]2[CH:14]=[CH:15][CH:16]=[CH:17][C:12]=2[CH2:11][N:10]2[C:18]3[C:23]([CH:24]=[C:9]2[CH2:8]1)=[CH:22][CH:21]=[CH:20][CH:19]=3)[CH2:2][CH2:3][CH2:4][CH2:5][CH3:6] |f:1.2.3.4.5.6,8.9|. Reaction conditions: temperature 0 celsius. Starting materials: product, [H-].[Al+3].[Li+].[H-].[H-].[H-] (lithium aluminum hydride), C1CCOC1 (THF), C(CCCCC)N1C(C=2N(CC3=C1C=CC=C3)C3=CC=CC=C3C2)=O (11-hexyl-6H-indolo[2,1-c][1,4]benzodiazepin-12(11H)-one), [OH-].[Na+] (NaOH). Solvent: O (water), O (water). Procedure: To a mixture of 8 g of 11-hexyl-6H-indolo[2,1-c][1,4]benzodiazepin-12(11H)-one, the product of Example 12, 1.5 g of lithium aluminum hydride and 100 ml of THF were added and the mixture was heated to reflux for 4 hours. The reaction mixture was cooled to 0° C. and then 1.5 ml of water, 1.5 ml of 15% NaOH solution and 4.5 ml of water were sequentially added. The resultant white solid was filtered off and the solvent was stripped off to give the titled compound. Recrystallization from i-PrOH gave ... The product is C(CCCCC)N1CC=2N(CC3=C1C=CC=C3)C3=CC=CC=C3C2 (11-Hexyl-11,12-dihydro-6H-indolo[2,1-c][1,4]benzodiazepine). As a reaction SMILES: [C:36](=[O:37])([O-:38])[O-:39].[CH3:1][c:2]1[nH:3][c:4](=[O:21])[c:5]([C:19]#[N:20])[c:6]([N:8]2[CH2:9][CH2:10][c:11]3[c:12]([cH:15][cH:16][cH:17][cH:18]3)[CH2:13][CH2:14]2)[n:7]1.[CH3:42][N:43]([CH3:44])[CH:45]=[O:46].[K+:40].[K+:41].[c:22]1([CH3:23])[cH:24][c:25]([CH3:26])[cH:27][c:28]([CH3:29])[c:30]1[S:31]([O:32][NH2:34])(=[O:33])=[O:35]>>[CH3:1][c:2]1[n:3]([NH2:34])[c:4](=[O:21])[c:5]([C:19]#[N:20])[c:6]([N:8]2[CH2:9][CH2:10][c:11]3[c:12]([cH:15][cH:16][cH:17][cH:18]3)[CH2:13][CH2:14]2)[n:7]1. Yields the product Cc1nc(N2CCc3ccccc3CC2)c(C#N)c(=O)n1N. Reactants: O=C([O-])[O-], Cc1nc(N2CCc3ccccc3CC2)c(C#N)c(=O)[nH]1, CN(C)C=O, [K+], [K+], Cc1cc(C)c(S(=O)(=O)ON)c(C)c1. RXN SMILES: [C:24](=[O:25])([O-:26])[O-:27].[C:30](=[O:31])([CH3:32])[NH:33][c:34]1[cH:35][cH:36][cH:37][cH:38][cH:39]1.[CH3:1][C:2]([CH2:3][O:4][CH2:5][c:6]1[cH:7][c:8]([Br:13])[c:9]([F:12])[cH:10][cH:11]1)([c:14]1[cH:15][cH:16][c:17]([O:20][CH2:21][CH3:22])[cH:18][cH:19]1)[CH3:23].[CH3:42][N:43]([CH3:44])[CH:45]=[O:46].[Cl-:40].[K+:28].[K+:29].[OH2:41]>>[CH3:1][C:2]([CH2:3][O:4][CH2:5][c:6]1[cH:7][c:8]([NH:33][c:34]2[cH:35][cH:36][cH:37][cH:38][cH:39]2)[c:9]([F:12])[cH:10][cH:11]1)([c:14]1[cH:15][cH:16][c:17]([O:20][CH2:21][CH3:22])[cH:18][cH:19]1)[CH3:23]. The product is CCOc1ccc(C(C)(C)COCc2ccc(F)c(Nc3ccccc3)c2)cc1. The reactants are O=C([O-])[O-], CC(=O)Nc1ccccc1, CCOc1ccc(C(C)(C)COCc2ccc(F)c(Br)c2)cc1, CN(C)C=O, [Cl-], [K+], [K+], O.